Dataset: the Open Reaction Database (ORD), a public repository of structured organic reaction records. Task: describe an organic reaction: reactants, conditions, products, and yield Reactants: N1=CC2=CC=CC=C2C3=CC=CC=C13, O=C(O)C1CCCCC1. Reaction conditions: temperature 40 celsius, time 16 hour. Run in O, O=S(C)C. The reagents and catalysts are O=S(=O)(O)OOS(=O)(=O)O.N. Yield: 80.0%. The product is N=1C=2C=CC=CC2C=3C=CC=CC3C1C4CCCCC4.